describe an organic reaction: reactants, conditions, products, and yield From a dataset of the Open Reaction Database (ORD), a public repository of structured organic reaction records. Reactants: [Si](C)(C)(C(C)(C)C)OC[C@@H](OC=1C=C(C(=O)OC)C=C(C1)OCC1=CC=CC=C1)C (Methyl 3-((1S)-2-{[tert-butyl(dimethyl)silyl]oxy}-1-methylethoxy)-5-[(phenylmethyl)oxy]benzoate). Reagents/catalysts: [Pd] (palladium on charcoal). Run in CO (methanol). Conditions: time 36 hour. The product is [Si](C)(C)(C(C)(C)C)OC[C@@H](OC=1C=C(C(=O)OC)C=C(C1)O)C (methyl 3-((1S)-2-{[tert-butyl(dimethyl)silyl]oxy}-1-methylethoxy)-5-hydroxybenzoate). Isolated yield 94.5%. As a reaction SMILES: [Si:1]([O:8][CH2:9][C@H:10]([CH3:30])[O:11][C:12]1[CH:13]=[C:14]([CH:19]=[C:20]([O:22]CC2C=CC=CC=2)[CH:21]=1)[C:15]([O:17][CH3:18])=[O:16])([C:4]([CH3:7])([CH3:6])[CH3:5])([CH3:3])[CH3:2]>CO.[Pd]>[Si:1]([O:8][CH2:9][C@H:10]([CH3:30])[O:11][C:12]1[CH:13]=[C:14]([CH:19]=[C:20]([OH:22])[CH:21]=1)[C:15]([O:17][CH3:18])=[O:16])([C:4]([CH3:7])([CH3:6])[CH3:5])([CH3:3])[CH3:2]. Reported procedure: Methyl 3-((1S)-2-{[tert-butyl(dimethyl)silyl]oxy}-1-methylethoxy)-5-[(phenylmethyl)oxy]benzoate (1000 mg, 2.33 mmol) was dissolved in methanol (30 mL) and 10% palladium on charcoal (100 mg) added. The mixture was stirred at ambient temperature for 36 h, filtered, evaporated in vacuo and chromatographed, 0-100% ethyl acetate in isohexane, to give methyl 3-((1S)-2-{[tert-butyl(dimethyl)silyl]oxy}-1-methylethoxy)-5-hydroxybenzoate (750 mg). The material was used without further purification. The reactants are [BH4-].[Na+] (sodium borohydride), FC(C=1C=C(CN([C@H]2C[C@H](N(C2)C2=C(C=O)C=C(C=C2)C(F)(F)F)CC)C2=NC=C(C=N2)C=2C=NN(C2)C)C=C(C1)C(F)(F)F)(F)F (2-((2R,4S)-4-{[3,5-bis(trifluoromethyl)benzyl]-[5-(1-methyl-1H-pyrazol-4-yl)-pyrimidin-2-yl]-amino}-2-ethyl-pyrrolidin-1-yl)-5-trifluoromethyl-benzaldehyde), C(O)([O-])=O.[Na+] (sodium hydrogen carbonate). The solvent is CO (MeOH). Run at time 15 minute. Product: FC(C=1C=C(CN([C@H]2C[C@H](N(C2)C2=C(C=C(C=C2)C(F)(F)F)CO)CC)C2=NC=C(C=N2)C=2C=NN(C2)C)C=C(C1)C(F)(F)F)(F)F ([2-((2R,4S)-4-{[3,5-bis(trifluoromethyl)benzyl]-[5-(1-methyl-1H-pyrazol-4-yl)-pyrimidin-2-yl]-amino}-2-ethyl-pyrrolidin-1-yl)-5-trifluoromethyl-phenyl]-methanol). Yield: 97.3%. RXN SMILES: [F:1][C:2]([F:47])([F:46])[C:3]1[CH:4]=[C:5]([CH:39]=[C:40]([C:42]([F:45])([F:44])[F:43])[CH:41]=1)[CH2:6][N:7]([C:27]1[N:32]=[CH:31][C:30]([C:33]2[CH:34]=[N:35][N:36]([CH3:38])[CH:37]=2)=[CH:29][N:28]=1)[C@@H:8]1[CH2:12][N:11]([C:13]2[CH:20]=[CH:19][C:18]([C:21]([F:24])([F:23])[F:22])=[CH:17][C:14]=2[CH:15]=[O:16])[C@H:10]([CH2:25][CH3:26])[CH2:9]1.[BH4-].[Na+].C(=O)([O-])O.[Na+]>CO>[F:46][C:2]([F:1])([F:47])[C:3]1[CH:4]=[C:5]([CH:39]=[C:40]([C:42]([F:45])([F:44])[F:43])[CH:41]=1)[CH2:6][N:7]([C:27]1[N:32]=[CH:31][C:30]([C:33]2[CH:34]=[N:35][N:36]([CH3:38])[CH:37]=2)=[CH:29][N:28]=1)[C@@H:8]1[CH2:12][N:11]([C:13]2[CH:20]=[CH:19][C:18]([C:21]([F:22])([F:23])[F:24])=[CH:17][C:14]=2[CH2:15][OH:16])[C@H:10]([CH2:25][CH3:26])[CH2:9]1 |f:1.2,3.4|. Reported procedure: To a mixture of 2-((2R,4S)-4-{[3,5-bis(trifluoromethyl)benzyl]-[5-(1-methyl-1H-pyrazol-4-yl)-pyrimidin-2-yl]-amino}-2-ethyl-pyrrolidin-1-yl)-5-trifluoromethyl-benzaldehyde (75 mg, 0.11 mmol) in MeOH (2.0 mL) is added sodium borohydride (6 mg, 0.17 mmol). The reaction mixture is stirred at room temperature for 15 minutes. After addition of saturated aqueous sodium hydrogen carbonate, and the mixture is extracted with EtOAc. The combined organic layer is dried over MgSO4 then concentrated under re... The reactants are [Cl-].C[NH3+] (methylammonium chloride), CN(C)C(=[N+](C)C)ON1C2=C(C=CC=C2)N=N1.[B-](F)(F)(F)F (TBTU), CCN(C(C)C)C(C)C (DIEA), NC1=C(C=C(C=N1)C1=CC=C(OCC(=O)O)C=C1)C=1SC2=C(N1)C=CC=C2 (4-[6-amino-5-(1,3-benzothiazol-2-yl)pyridin-3-yl]phenoxyacetic acid). Solvent: CN(C)C=O (DMF). Conditions: time 30 minute. Yields the product NC1=C(C=C(C=N1)C1=CC=C(OCC(=O)NC)C=C1)C=1SC2=C(N1)C=CC=C2 (2-[4-(6-Amino-5-benzothiazol-2-ylpyridin-3-yl)-phenoxy]-N-methylacetamide). Reaction SMILES: [NH2:1][C:2]1[N:7]=[CH:6][C:5]([C:8]2[CH:18]=[CH:17][C:11]([O:12][CH2:13][C:14](O)=[O:15])=[CH:10][CH:9]=2)=[CH:4][C:3]=1[C:19]1[S:20][C:21]2[CH:27]=[CH:26][CH:25]=[CH:24][C:22]=2[N:23]=1.[Cl-].C[NH3+].[CH3:31][N:32](C(ON1N=NC2C=CC=CC1=2)=[N+](C)C)C.[B-](F)(F)(F)F.CCN(C(C)C)C(C)C>CN(C=O)C>[NH2:1][C:2]1[N:7]=[CH:6][C:5]([C:8]2[CH:18]=[CH:17][C:11]([O:12][CH2:13][C:14]([NH:32][CH3:31])=[O:15])=[CH:10][CH:9]=2)=[CH:4][C:3]=1[C:19]1[S:20][C:21]2[CH:27]=[CH:26][CH:25]=[CH:24][C:22]=2[N:23]=1 |f:1.2,3.4|. Reported procedure: To a suspension of 4-[6-amino-5-(1,3-benzothiazol-2-yl)pyridin-3-yl]phenoxyacetic acid (20 mg, 0.050 mmol) in DMF (1.0 mL) were added methylammonium chloride (4 mg, 0.06 mmol), TBTU (19 mg, 0.060 mmol) and DIEA (0.05 mL, 0.3 mmol). The mixture was left to stir at rt for 30 min. Purification via MDP afforded the title compound as a yellow solid. 1H NMR (400 MHz, DMSO-d6): δ=2.67 (d, J=4.8 Hz, 3H), 4.51 (s, 2H), 7.04-7.10 (m, 2H), 7.45-7.52 (m, 1H), 7.54-7.59 (m, 1H), 7.63-7.68 (m, 2H), 7.97 (s, 2... Starting materials: CC(C)(C)[Si](C)(C)Cl, CN(C)C=O, OCCCCCCCl, c1c[nH]cn1. Yields the product CC(C)(C)[Si](C)(C)OCCCCCCCl. Reaction SMILES: [CH3:1][Si:2]([Cl:3])([C:4]([CH3:5])([CH3:6])[CH3:7])[CH3:8].[CH3:22][N:23]([CH3:24])[CH:25]=[O:26].[Cl:9][CH2:10][CH2:11][CH2:12][CH2:13][CH2:14][CH2:15][OH:16].[nH:17]1[cH:18][cH:19][n:20][cH:21]1>>[CH3:1][Si:2]([C:4]([CH3:5])([CH3:6])[CH3:7])([CH3:8])[O:16][CH2:15][CH2:14][CH2:13][CH2:12][CH2:11][CH2:10][Cl:9]. Reactants: FC=1C(=NC=C(C1)C(F)(F)F)C1=C(C=C(C(=C1)OC)Cl)F (3-fluoro-2-(4-chloro-2-fluoro-5-methoxyphenyl)-5-trifluoromethylpyridine), Br (hydrobromic acid). Solvent: O (water). The product is ClC1=C(C=C(C(=C1)F)C1=NC=C(C=C1F)C(F)(F)F)O (2-Chloro-4-fluoro-5-(3-fluoro-5-trifluoromethylpyridin-2-yl)phenol). RXN SMILES: [F:1][C:2]1[C:3]([C:12]2[CH:17]=[C:16]([O:18]C)[C:15]([Cl:20])=[CH:14][C:13]=2[F:21])=[N:4][CH:5]=[C:6]([C:8]([F:11])([F:10])[F:9])[CH:7]=1.Br>O>[Cl:20][C:15]1[CH:14]=[C:13]([F:21])[C:12]([C:3]2[C:2]([F:1])=[CH:7][C:6]([C:8]([F:11])([F:10])[F:9])=[CH:5][N:4]=2)=[CH:17][C:16]=1[OH:18]. Procedure: 8.5 g (0.0263 mol) of 3-fluoro-2-(4-chloro-2-fluoro-5-methoxyphenyl)-5-trifluoromethylpyridine were added with stirring to 110 ml of 47% strength hydrobromic acid, and the mixture was refluxed for 2 h. After cooling, the clear solution was poured into 500 ml of water and extracted with methylene chloride. The organic phase was extracted with 1 N sodium hydroxide solution and the extract was acidified and extracted with ethyl acetate. Drying and concentration yielded 6.7 g (82.1% of theory) of th... The reactants are O (water), CC1OC2=C(NC1=O)C=C(C=C2)CCN (2-methyl-3-oxo-6-(2-amino-ethyl)-3,4-dihydro-2H-1,4-benzoxazine), [BH4-].[Na+] (sodium borohydride), ClC=1C=C(C=O)C=CC1 (3-chlorobenzaldehyde). Run in CO.O1CCCC1 (methanol tetrahydrofuran). Run at time 2 hour. Product: CC1OC2=C(NC1=O)C=C(C=C2)CCNCC2=CC(=CC=C2)Cl (2-Methyl-3-oxo-6-[2-(3-chlorobenzylamino)-ethyl]-3,4-dihydro-2H-1,4-benzoxazine). Reaction SMILES: [CH3:1][CH:2]1[C:7](=[O:8])[NH:6][C:5]2[CH:9]=[C:10]([CH2:13][CH2:14][NH2:15])[CH:11]=[CH:12][C:4]=2[O:3]1.[Cl:16][C:17]1[CH:18]=[C:19]([CH:22]=[CH:23][CH:24]=1)[CH:20]=O.[BH4-].[Na+].O>CO.O1CCCC1>[CH3:1][CH:2]1[C:7](=[O:8])[NH:6][C:5]2[CH:9]=[C:10]([CH2:13][CH2:14][NH:15][CH2:20][C:19]3[CH:22]=[CH:23][CH:24]=[C:17]([Cl:16])[CH:18]=3)[CH:11]=[CH:12][C:4]=2[O:3]1 |f:2.3,5.6|. Reported procedure: 915 mg (4.437 mmol) of 2-methyl-3-oxo-6-(2-amino-ethyl)-3,4-dihydro-2H-1,4-benzoxazine is dissolved in 16 ml of a methanol/tetrahydrofuran mixture (4:1). After adding 623.7 mg (4.437 mmol) of 3-chlorobenzaldehyde, the batch is stirred for two hours at room temperature. Then, 91.1 mg (2.408 mmol) of sodium borohydride is added in portions and stirred for another two hours at room temperature. The batch is added to 50 ml of water, and after three-fold extraction with ethyl acetate, the combined or... Reactants: CC(=O)Nc1cc(N(C)C)c([N+](=O)[O-])cc1C(=O)O, CC(=O)O, Cl, [Na+], [OH-], O. The product is CN(C)c1cc(N)c(C(=O)O)cc1[N+](=O)[O-]. As a reaction SMILES: [C:1](=[O:2])([CH3:3])[NH:4][c:5]1[c:6]([C:7](=[O:8])[OH:9])[cH:10][c:11]([N+:17](=[O:18])[O-:19])[c:12]([N:14]([CH3:15])[CH3:16])[cH:13]1.[CH3:24][C:25](=[O:26])[OH:27].[ClH:20].[Na+:23].[OH-:22].[OH2:21]>>[NH2:4][c:5]1[c:6]([C:7](=[O:8])[OH:9])[cH:10][c:11]([N+:17](=[O:18])[O-:19])[c:12]([N:14]([CH3:15])[CH3:16])[cH:13]1. The reactants are FC(C(=O)N1C(=NC2=C1C=CC=C2)C2=CC=C(C=C2)CBr)(F)F (1-Trifluoroacetyl-2-(4-bromomethylphenyl)benzimidazole), solution, C([O-])([O-])=O.[K+].[K+] (potassium carbonate). The solvent is CO (methanol). The product is BrCC1=CC=C(C=C1)C=1NC2=C(N1)C=CC=C2 (2-(4-Bromomethylphenyl)benzimidazole). As a reaction SMILES: FC(F)(F)C([N:5]1[C:9]2[CH:10]=[CH:11][CH:12]=[CH:13][C:8]=2[N:7]=[C:6]1[C:14]1[CH:19]=[CH:18][C:17]([CH2:20][Br:21])=[CH:16][CH:15]=1)=O.C(=O)([O-])[O-].[K+].[K+]>CO>[Br:21][CH2:20][C:17]1[CH:18]=[CH:19][C:14]([C:6]2[NH:7][C:8]3[CH:13]=[CH:12][CH:11]=[CH:10][C:9]=3[N:5]=2)=[CH:15][CH:16]=1 |f:1.2.3|. Reported procedure: 1-Trifluoroacetyl-2-(4-bromomethylphenyl)benzimidazole (229.9 g, 0.6 mole) is stirred for 5 hours at room temperature in a 7% solution of potassium carbonate in aqueous methanol The methanolic solution is evaporated to near dryness, and the aqueous residue is extracted with methylene chloride. The combined organics are washed with water, filtered through cotton, and evaporated to yield a solid product which is purified by recrystallization from benzene. Starting materials: NC1=C(C=C(C=C1)C)O (2-amino-5-methylphenol), NC=1C=C(C(=O)O)C=CC1 (3-aminobenzoic acid). Yields the product NC=1C=C(C=CC1)C=1OC2=C(N1)C=CC(=C2)C (2-(3-Aminophenyl)-6-methylbenzoxazole). As a reaction SMILES: [NH2:1][C:2]1[CH:7]=[CH:6][C:5]([CH3:8])=[CH:4][C:3]=1[OH:9].[NH2:10][C:11]1[CH:12]=[C:13]([CH:17]=[CH:18][CH:19]=1)[C:14](O)=O>>[NH2:10][C:11]1[CH:12]=[C:13]([C:14]2[O:9][C:3]3[CH:4]=[C:5]([CH3:8])[CH:6]=[CH:7][C:2]=3[N:1]=2)[CH:17]=[CH:18][CH:19]=1. Procedure details: Prepared by the method of Example 1a), from 2-amino-5-methylphenol (448 mg, 3.6 mmol) and 3-aminobenzoic acid (500 mg, 3.6 mmol) the subtitle compound was obtained, 97 mg (12%). 1H NMR (CDCl3) δ 7.55(d, J=8.2 Hz, 2H), 7.49(t, J=1.9 Hz, 1H), 7.30(s, 1H), 7.22(t, J=7.5 Hz, 1H), 7.08(dd, J=1.1, 8.2 Hz, 1H), 6.76(dd, J=2.3, 7.9 Hz, 1H), 2.43(s, 3H). MS 225 m/z (M+H)+. The reactants are C=CCCCCCCCCCO, [H-], CI, [Na+], C1CCOC1, O. The product is C=CCCCCCCCCCOC. As a reaction SMILES: [CH2:5]([CH2:6][CH2:7][CH2:8][CH2:9][CH2:10][CH2:11][CH2:12][CH2:13][CH:14]=[CH2:15])[OH:16].[H-:1].[I:3][CH3:4].[Na+:2].[O:18]1[CH2:19][CH2:20][CH2:21][CH2:22]1.[OH2:17]>>[CH3:4][O:16][CH2:5][CH2:6][CH2:7][CH2:8][CH2:9][CH2:10][CH2:11][CH2:12][CH2:13][CH:14]=[CH2:15].